From a dataset of the Open Reaction Database (ORD), a public repository of structured organic reaction records. describe an organic reaction: reactants, conditions, products, and yield Reactants: CC1=NN2C(S1)=NC(=C2C=CC(=O)O)C2=CC=CC=C2 (β-(2-methyl-6-phenyl-imidazo[2,1-b]-1,3,4-thiadiazol-5-yl)-propenoic acid), C1(=CC=CC=C1)C (toluene), S(=O)(Cl)Cl (thionyl chloride), C(C)C1NCCCC1 (2-ethylpiperidine). The product is CC1=NN2C(S1)=NC(=C2C(C(=O)N2C(CCCC2)CC)=C)C2=CC=CC=C2 (N-[β-(2-Methyl-6-phenyl-imidazo[2,1-b]-1,3,4-thiadiazol-5-yl)-propenoyl]-2-ethyl-piperidine). Reaction SMILES: [CH3:1][C:2]1[S:6][C:5]2=[N:7][C:8]([C:15]3[CH:20]=[CH:19][CH:18]=[CH:17][CH:16]=3)=[C:9]([CH:10]=[CH:11]C(O)=O)[N:4]2[N:3]=1.S(Cl)(Cl)=[O:22].C(C1CCC[CH2:29][NH:28]1)C.[C:33]1([CH3:39])[CH:38]=[CH:37][CH:36]=[CH:35][CH:34]=1>>[CH3:1][C:2]1[S:6][C:5]2=[N:7][C:8]([C:15]3[CH:16]=[CH:17][CH:18]=[CH:19][CH:20]=3)=[C:9]([C:10](=[CH2:11])[C:29]([N:28]3[CH2:38][CH2:37][CH2:36][CH2:35][CH:34]3[CH2:33][CH3:39])=[O:22])[N:4]2[N:3]=1. Procedure: 143 g (0.5 mole) of β-(2-methyl-6-phenyl-imidazo[2,1-b]-1,3,4-thiadiazol-5-yl)-propenoic acid were suspended in 1.5 liters of absolute toluene at 60° to 70° C. 50 ml of thionyl chloride were added dropwise, a clear solution resulting. The solution was then heated under reflux for 2 hours and subsequently cooled to room temperature. 220 ml (1.5 moles) of 2-ethylpiperidine were next added dropwise and the mixture was boiled under reflux for one hour. The cooled mixture was filtered (the residue wa...